Dataset: the Open Reaction Database (ORD), a public repository of structured organic reaction records. Task: describe an organic reaction: reactants, conditions, products, and yield Reactants: N1N=CC2=CC=CC=C12 (azaindole), COC=1C=C2C=CNC2=NC1 (5-methoxy-7-azaindole), C(C)(C)(C)OC(N(CC1=CC=C(C=C1)C(F)(F)F)C1=NC=C(C=C1)C=O)=O ((5-Formyl-pyridin-2-yl)-(4-trifluoromethyl-benzyl)-carbamic acid tert-butyl ester), BrC=1C=C2C(=NC1)NC=C2CC=2C=CC(=NC2)NCC2=CC=C(C=C2)Cl ([5-(5-Bromo-1H-pyrrolo[2,3-b]pyridin-3-ylmethyl)-pyridin-2-yl]-(4-chloro-benzyl)-amine), N1(CCOCC1)CCOC=1C=C2C(=NC1)NC=C2 (5-(2-Morpholin-4-yl-ethoxy)-1H-pyrrolo[2,3-b]pyridine), ClC=1C=C2C=CNC2=NC1 (5-chloro-7-azaindole). Yields the product N1(CCOCC1)CCOC=1C=C2C(=NC1)NC=C2CC=2C=CC(=NC2)NCC2=CC=C(C=C2)C(F)(F)F ({5-[5-(2-Morpholin-4-yl-ethoxy)-1H-pyrrolo[2,3-b]pyridin-3-ylmethyl]-pyridin-2-yl}-(4-trifluoromethyl-benzyl)-amine). RXN SMILES: C(OC(=O)[N:7]([C:19]1[CH:24]=[CH:23][C:22]([CH:25]=O)=[CH:21][N:20]=1)[CH2:8][C:9]1[CH:14]=[CH:13][C:12]([C:15]([F:18])([F:17])[F:16])=[CH:11][CH:10]=1)(C)(C)C.BrC1C=C2C(CC3C=CC(NCC4C=CC(Cl)=CC=4)=NC=3)=CNC2=NC=1.[N:54]1([CH2:60][CH2:61][O:62][C:63]2[CH:64]=[C:65]3[CH:71]=[CH:70][NH:69][C:66]3=[N:67][CH:68]=2)[CH2:59][CH2:58][O:57][CH2:56][CH2:55]1.N1C2C(=CC=CC=2)C=N1.COC1C=C2C(=NC=1)NC=C2.ClC1C=C2C(=NC=1)NC=C2>>[N:54]1([CH2:60][CH2:61][O:62][C:63]2[CH:64]=[C:65]3[C:71]([CH2:25][C:22]4[CH:23]=[CH:24][C:19]([NH:7][CH2:8][C:9]5[CH:10]=[CH:11][C:12]([C:15]([F:16])([F:17])[F:18])=[CH:13][CH:14]=5)=[N:20][CH:21]=4)=[CH:70][NH:69][C:66]3=[N:67][CH:68]=2)[CH2:55][CH2:56][O:57][CH2:58][CH2:59]1. Procedure details: Additional compounds may be prepared using steps 3 and 4 of Scheme 32, using (5-Formyl-pyridin-2-yl)-(4-trifluoromethyl-benzyl)-carbamic acid tert-butyl ester 19 or replacing it with (5-Formyl-pyridin-2-yl)-(4-chloro-benzyl)-carbamic acid tert-butyl ester (43, prepared as described in Example 17) and replacing 5-(2-Morpholin-4-yl-ethoxy)-1H-pyrrolo[2,3-b]pyridine 79 with an appropriate azaindole, prepared as in Example 29 or 5-methoxy-7-azaindole (prepared as described in Example 31) or with com...